Dataset: the Open Reaction Database (ORD), a public repository of structured organic reaction records. Task: describe an organic reaction: reactants, conditions, products, and yield Reactants: BrC(C(=O)OCC1=CC=CC=C1)(C)C (benzyl 2-bromo-2-methylpropanoate), O1C(CCCC1)=O (tetrahydro-2H-pyran-2-one), [In] (indium). Solvent: C1CCOC1 (THF). The product is OC1(OCCCC1)C(C(=O)OCC1=CC=CC=C1)(C)C (benzyl 2-(2-hydroxytetrahydro-2H-pyran-2-yl)-2-methylpropanoate). RXN SMILES: Br[C:2]([CH3:14])([CH3:13])[C:3]([O:5][CH2:6][C:7]1[CH:12]=[CH:11][CH:10]=[CH:9][CH:8]=1)=[O:4].[O:15]1[CH2:20][CH2:19][CH2:18][CH2:17][C:16]1=[O:21].[In]>C1COCC1>[OH:21][C:16]1([C:2]([CH3:14])([CH3:13])[C:3]([O:5][CH2:6][C:7]2[CH:12]=[CH:11][CH:10]=[CH:9][CH:8]=2)=[O:4])[CH2:17][CH2:18][CH2:19][CH2:20][O:15]1. Reported procedure: A stirred suspension of benzyl 2-bromo-2-methylpropanoate (0.748 g, 2.91 mmol), tetrahydro-2H-pyran-2-one (0.260 g, 2.60 mmol) and indium (0.341 g, 2.97 mmol) in THF (3 mL) was sonicated for 6 h. The reaction was quenched with sat. NaHCO3 and extracted with ether, then concentrated. The residue was purified by silica gel flash chromatography to afford benzyl 2-(2-hydroxytetrahydro-2H-pyran-2-yl)-2-methylpropanoate. 1H NMR (500 MHz, CDCl3) δ ppm 7.30-7.43 (5H, m), 5.18 (2H, s), 3.51-3.61 (2H, m),...